This data is from the Open Reaction Database (ORD), a public repository of structured organic reaction records. The task is: describe an organic reaction: reactants, conditions, products, and yield Reactants: Cl (hydrochloric acid), aqueous solution, C([O-])([O-])=O.[K+].[K+] (potassium carbonate), COC=1C=C(COC=2C=CC3=C(C=C(CCS3(=O)=O)C(=O)OC)C2)C=CC1 (methyl 7-(3-methoxybenzyloxy)-1,1-dioxo-2,3-dihydro-1-benzothiepine-4-carboxylate). Run in C1CCOC1.CO (THF methanol), C(C)(=O)OCC (ethyl acetate). Run at temperature 60 celsius, time 14.5 hour. Product: COC=1C=C(COC=2C=CC3=C(C=C(CCS3(=O)=O)C(=O)O)C2)C=CC1 (7-(3-methoxybenzyloxy)-1,1-dioxo-2,3-dihydro-1-benzothiepine-4-carboxylic acid). Yield: 64.5%. Reaction SMILES: [CH3:1][O:2][C:3]1[CH:4]=[C:5]([CH:25]=[CH:26][CH:27]=1)[CH2:6][O:7][C:8]1[CH:9]=[CH:10][C:11]2[S:17](=[O:19])(=[O:18])[CH2:16][CH2:15][C:14]([C:20]([O:22]C)=[O:21])=[CH:13][C:12]=2[CH:24]=1.C(=O)([O-])[O-].[K+].[K+].Cl>C1COCC1.CO.C(OCC)(=O)C>[CH3:1][O:2][C:3]1[CH:4]=[C:5]([CH:25]=[CH:26][CH:27]=1)[CH2:6][O:7][C:8]1[CH:9]=[CH:10][C:11]2[S:17](=[O:18])(=[O:19])[CH2:16][CH2:15][C:14]([C:20]([OH:22])=[O:21])=[CH:13][C:12]=2[CH:24]=1 |f:1.2.3,5.6|. Procedure details: To methyl 7-(3-methoxybenzyloxy)-1,1-dioxo-2,3-dihydro-1-benzothiepine-4-carboxylate (436 mg) dissolved in THF-methanol (10-5 ml) was added a 2 M aqueous solution of potassium carbonate (1.2 ml), and the resulting mixture was stirred at 60° C. for 14.5 hours. The reaction mixture was treated with 1 N hydrochloric acid to bring the pH to 2. The resulting mixture was diluted with ethyl acetate and was washed respectively with water and an aqueous saturated solution of sodium chloride, and the orga... Yields the product C(C1=CC=CC=C1)OC=1C=C(C(=O)O)C=C(C1Br)OC (3-(benzyloxy)-4-bromo-5-methoxybenzoic acid). Run in CO.C1CCOC1 (MeOH THF). The yield is 95.5%. The reactants are C(C1=CC=CC=C1)OC=1C=C(C(=O)OC)C=C(C1Br)OC (methyl 3-(benzyloxy)-4-bromo-5-methoxybenzoate), [OH-].[Na+] (sodium hydroxide). Reported procedure: To a solution of methyl 3-(benzyloxy)-4-bromo-5-methoxybenzoate (3.72 g, 10.59 mmol) in 1:1 MeOH/THF (50 mL) was added aqueous sodium hydroxide (1 M, 53.0 mL, 53.0 mmol). After 10 minutes the volatiles were removed under reduced pressure and the solution acidified to pH 1 by addition of concentrated hydrochloric acid resulting in formation of a thick white precipitate. The mixture was extracted with ethyl acetate (2×), and DCM (3×). The combined extracts were washed with brine, dried over magnes... RXN SMILES: [CH2:1]([O:8][C:9]1[CH:10]=[C:11]([CH:16]=[C:17]([O:20][CH3:21])[C:18]=1[Br:19])[C:12]([O:14]C)=[O:13])[C:2]1[CH:7]=[CH:6][CH:5]=[CH:4][CH:3]=1.[OH-].[Na+]>CO.C1COCC1>[CH2:1]([O:8][C:9]1[CH:10]=[C:11]([CH:16]=[C:17]([O:20][CH3:21])[C:18]=1[Br:19])[C:12]([OH:14])=[O:13])[C:2]1[CH:7]=[CH:6][CH:5]=[CH:4][CH:3]=1 |f:1.2,3.4|. Reactants: BrCCCCBr, O=C([O-])[O-], CCCCOc1nc(N)c2nc(OC)[nH]c2n1, CN(C)C=O, O=C(O)C(F)(F)F, [K+], [K+]. Product: CCCCOc1nc(N)c2nc(OC)n(CCCCBr)c2n1. Reaction SMILES: [Br:31][CH2:32][CH2:33][CH2:34][CH2:35][Br:36].[C:25](=[O:26])([O-:27])[O-:28].[CH2:8]([CH2:9][CH2:10][CH3:11])[O:12][c:13]1[n:14][c:15]([NH2:24])[c:16]2[n:17][c:18]([O:22][CH3:23])[nH:19][c:20]2[n:21]1.[CH3:37][N:38]([CH3:39])[CH:40]=[O:41].[F:1][C:2]([F:3])([F:4])[C:5]([OH:6])=[O:7].[K+:29].[K+:30]>>[CH2:8]([CH2:9][CH2:10][CH3:11])[O:12][c:13]1[n:14][c:15]([NH2:24])[c:16]2[n:17][c:18]([O:22][CH3:23])[n:19]([CH2:35][CH2:34][CH2:33][CH2:32][Br:31])[c:20]2[n:21]1. Conditions: time 16 hour. Product: COCOC1=NN(C=C1CO)C1=C(C=CC=C1)C ([3-(methoxymethoxy)-1-(2-methylphenyl)-1H-pyrazol-4-yl]methanol). Solvent: O1CCCC1 (tetrahydrofuran). The reactants are COCOC1=NN(C=C1C(=O)OCC)C1=C(C=CC=C1)C (ethyl 3-(methoxymethoxy)-1-(2-methylphenyl)-1H-pyrazole-4-carboxylate), [H-].[Al+3].[Li+].[H-].[H-].[H-] (lithium aluminum hydride), O.O.O.O.O.O.O.O.O.O.S(=O)(=O)([O-])[O-].[Na+].[Na+] (Sodium sulfate decahydrate). RXN SMILES: [CH3:1][O:2][CH2:3][O:4][C:5]1[C:9]([C:10](OCC)=[O:11])=[CH:8][N:7]([C:15]2[CH:20]=[CH:19][CH:18]=[CH:17][C:16]=2[CH3:21])[N:6]=1.[H-].[Al+3].[Li+].[H-].[H-].[H-].O.O.O.O.O.O.O.O.O.O.S([O-])([O-])(=O)=O.[Na+].[Na+]>O1CCCC1>[CH3:1][O:2][CH2:3][O:4][C:5]1[C:9]([CH2:10][OH:11])=[CH:8][N:7]([C:15]2[CH:20]=[CH:19][CH:18]=[CH:17][C:16]=2[CH3:21])[N:6]=1 |f:1.2.3.4.5.6,7.8.9.10.11.12.13.14.15.16.17.18.19|. Yield: 90.0%. Procedure details: To a solution of ethyl 3-(methoxymethoxy)-1-(2-methylphenyl)-1H-pyrazole-4-carboxylate (2.39 g) in tetrahydrofuran (60 mL) was added lithium aluminum hydride (0.323 g) at 0° C. and the mixture was stirred at room temperature for 16 hrs. Sodium sulfate decahydrate (2.78 g) was added to the reaction mixture and the mixture was stirred at room temperature for 1 hr. After removing the precipitate by filtration, and the filtrate was concentrated. The residue was subjected to silica gel column chromat...